Dataset: the Open Reaction Database (ORD), a public repository of structured organic reaction records. Task: describe an organic reaction: reactants, conditions, products, and yield Reactants: O=C([O-])[O-], ClCc1ccco1, [K+], [K+], CN(C)C=O, O=[N+]([O-])c1cccc(O)c1. Yields the product O=[N+]([O-])c1cccc(OCc2ccco2)c1. Reaction SMILES: [C:18](=[O:19])([O-:20])[O-:21].[Cl:11][CH2:12][c:13]1[o:14][cH:15][cH:16][cH:17]1.[K+:22].[K+:23].[O:24]=[CH:25][N:26]([CH3:27])[CH3:28].[OH:1][c:2]1[cH:3][cH:4][cH:5][c:6]([N+:8]([O-:9])=[O:10])[cH:7]1>>[O:1]([c:2]1[cH:3][cH:4][cH:5][c:6]([N+:8]([O-:9])=[O:10])[cH:7]1)[CH2:12][c:13]1[o:14][cH:15][cH:16][cH:17]1. Starting materials: C(C)(=O)OC1=CC(=C(C=C1)C=CC1=CC=C(C=C1)OC(C)=O)N (acetic acid 4-[2-(4-acetoxy-2-aminophenyl)vinyl]phenyl ester), Cl.FC=1C=C(C(=O)Cl)C=CC1OCCN1CCCCC1 (3-fluoro-4-(2-piperidin-1-ylethoxy)benzoyl chloride hydrochloride). Product: FC=1C=C(CNC=2C=C(C=CC2C=CC2=CC=C(C=C2)O)O)C=CC1OCCN1CCCCC1 (3-[3-Fluoro-4-(2-piperidin-1-ylethoxy)benzylamino]-4-[2-(4-hydroxyphenyl)vinyl]phenol). Yield: 20.0%. Reaction SMILES: C([O:4][C:5]1[CH:10]=[CH:9][C:8]([CH:11]=[CH:12][C:13]2[CH:18]=[CH:17][C:16]([O:19]C(=O)C)=[CH:15][CH:14]=2)=[C:7]([NH2:23])[CH:6]=1)(=O)C.Cl.[F:25][C:26]1[CH:27]=[C:28]([CH:32]=[CH:33][C:34]=1[O:35][CH2:36][CH2:37][N:38]1[CH2:43][CH2:42][CH2:41][CH2:40][CH2:39]1)[C:29](Cl)=O>>[F:25][C:26]1[CH:27]=[C:28]([CH:32]=[CH:33][C:34]=1[O:35][CH2:36][CH2:37][N:38]1[CH2:43][CH2:42][CH2:41][CH2:40][CH2:39]1)[CH2:29][NH:23][C:7]1[CH:6]=[C:5]([OH:4])[CH:10]=[CH:9][C:8]=1[CH:11]=[CH:12][C:13]1[CH:14]=[CH:15][C:16]([OH:19])=[CH:17][CH:18]=1 |f:1.2|. Procedure details: Synthesized from acetic acid 4-[2-(4-acetoxy-2-aminophenyl)vinyl]phenyl ester (300 mg) and 3-fluoro-4-(2-piperidin-1-ylethoxy)benzoyl chloride hydrochloride (370 mg) according to an analogous synthetic method to Example 152, the title compound (89 mg) was obtained. Isolated yield 48.5%. Reactants: C(C)(C)(C)OC(C[C@H](C(=O)O)CCCC1CCCCC1)=O ((2R)-2-[2-(tert-butoxy)-2-oxoethyl]-5-cyclohexylpentanoic acid), C(=O)(N1C=NC=C1)N1C=NC=C1 (1,1′-carbonyldiimidazole), ClC1=CC=C(OCC(N)=NO)C=C1 (2-(4-chlorophenoxy)-N′-hydroxyethanimidamide). Procedure details: A solution of (2R)-2-[2-(tert-butoxy)-2-oxoethyl]-5-cyclohexylpentanoic acid (Preparation 1) (300 mg, 1.00 mmol) in dichloromethane (15 ml) was treated with 1,1′-carbonyldiimidazole (162 mg, 1.00 mmol) and the solution was stirred at room temperature for 2 hours. 2-(4-chlorophenoxy)-N′-hydroxyethanimidamide (Patent US 97-815671 970313) (197 mg, 0.98 mmol) was then added and the mixture was stirred for 17 hours. The solvent was removed under reduced pressure and the residue was heated neat at 120... Reaction conditions: time 2 hour. Reaction SMILES: [C:1]([O:5][C:6](=[O:21])[CH2:7][C@@H:8]([CH2:12][CH2:13][CH2:14][CH:15]1[CH2:20][CH2:19][CH2:18][CH2:17][CH2:16]1)[C:9]([OH:11])=O)([CH3:4])([CH3:3])[CH3:2].C(N1C=CN=C1)(N1C=CN=C1)=O.[Cl:34][C:35]1[CH:46]=[CH:45][C:38]([O:39][CH2:40][C:41](=[N:43]O)[NH2:42])=[CH:37][CH:36]=1>ClCCl>[Cl:34][C:35]1[CH:36]=[CH:37][C:38]([O:39][CH2:40][C:41]2[N:43]=[C:9]([C@H:8]([CH2:12][CH2:13][CH2:14][CH:15]3[CH2:20][CH2:19][CH2:18][CH2:17][CH2:16]3)[CH2:7][C:6]([O:5][C:1]([CH3:2])([CH3:3])[CH3:4])=[O:21])[O:11][N:42]=2)=[CH:45][CH:46]=1. The solvent is ClCCl (dichloromethane). The product is ClC1=CC=C(OCC2=NOC(=N2)[C@@H](CC(=O)OC(C)(C)C)CCCC2CCCCC2)C=C1 (tert-Butyl (3R)-3-{3-[(4-chlorophenoxy)methyl]-1,2,4-oxadiazol-5-yl}-6-cyclohexylhexanoate). Reactants: C(C)(=O)Cl (acetyl chloride), C(=O)[O-].[Na+] (sodium formate), C(C)(=O)OCC (ethyl acetate). Conditions: time 6 hour. Yields the product C(C)(=O)OC(C)=O (acetic-anhydride), C(=O)OC=O (formic anhydride), C(C)(=O)OC=O (formic-acetic anhydride). The yield is 30.0%. RXN SMILES: [CH:1]([O-:3])=[O:2].[Na+].[C:5](Cl)(=[O:7])C.[C:9]([O:12][CH2:13][CH3:14])(=[O:11])[CH3:10]>>[C:9]([O:12][C:13](=[O:2])[CH3:14])(=[O:11])[CH3:10].[CH:1]([O:3][CH:5]=[O:7])=[O:2].[C:13]([O:12][CH:9]=[O:11])(=[O:2])[CH3:14] |f:0.1|. Reported procedure: To a stirred suspension of 130 g anhydrous sodium formate (1.91 M) in 60 ml ethyl acetate at 20° C. was added 99 g acetyl chloride (1.26 M) and the white suspension stirred for 6 h. The mixture was filtered and the solids washed twice with 25 ml ethyl acetate. The combined filtrate and rinse were analyzed by 300 MHz proton NMR. Integration of peaks at 2.25, 8.75, and 9.1 gave the following composition in mol %: 3% acetic-anhydride, 3.5% formic anhydride, 30% formic-acetic anhydride. To 193 g of ...